From a dataset of the Open Reaction Database (ORD), a public repository of structured organic reaction records. describe an organic reaction: reactants, conditions, products, and yield Starting materials: [N+](=O)([O-])C1=CC2=C(OC(O2)(C(F)(F)F)CC(F)(F)F)C=C1 (5-Nitro-2-(2,2,2-trifluoroethyl)-2-trifluoromethyl-1,3-benzodioxole). Reagents/catalysts: catalyst. Run in O1CCCC1 (tetrahydrofuran), [H][H] (hydrogen). Product: NC1=CC2=C(OC(O2)(C(F)(F)F)CC(F)(F)F)C=C1 (5-Amino-2-(2,2,2-trifluoroethyl)-2-trifluoromethyl-1,3-benzodioxole). Yield: 71.2%. RXN SMILES: [N+:1]([C:4]1[CH:21]=[CH:20][C:7]2[O:8][C:9]([CH2:15][C:16]([F:19])([F:18])[F:17])([C:11]([F:14])([F:13])[F:12])[O:10][C:6]=2[CH:5]=1)([O-])=O>O1CCCC1.[H][H]>[NH2:1][C:4]1[CH:21]=[CH:20][C:7]2[O:8][C:9]([CH2:15][C:16]([F:19])([F:18])[F:17])([C:11]([F:12])([F:13])[F:14])[O:10][C:6]=2[CH:5]=1. Reported procedure: 57.4 g of the product of Example 27 were dissolved in 400 ml of tetrahydrofuran and hydrogenated with hydrogen at 50 bar for 5 hours at 30° C. in the presence of 4 g of catalyst (palladium-on-charcoal, 10% by weight). After filtration, the solvent was removed and the residue was distilled under high vacuum to give 37 g of product (=63% of theory) with a boiling point of 83° C. at 0.07 mbar. 19F NMR: -59.0 and -84.6 ppm. 1H NMR: 2.98 ppm. Starting materials: FC(C(=O)O)(F)F (trifluoroacetic acid), C(C)(C)(C)OC(=O)NC(CC1=CC=CC=C1)C(CC(CC1=CC=CC=C1)N)O ((2RS,3RS,5RS)-2-tert-Butoxycarbonylamino-3-hydroxy-5-amino-1,6-diphenylhexane), [OH-].[Na+] (sodium hydroxide). Solvent: C(Cl)Cl (methylene chloride). Run at time 3 hour. Product: NC(CC1=CC=CC=C1)C(CC(CC1=CC=CC=C1)N)O ((2RS,3RS,5RS)-2,5-Diamino-1,6-diphenyl-3-hydroxyhexane). As a reaction SMILES: C(OC([NH:8][CH:9]([CH:17]([OH:28])[CH2:18][CH:19]([NH2:27])[CH2:20][C:21]1[CH:26]=[CH:25][CH:24]=[CH:23][CH:22]=1)[CH2:10][C:11]1[CH:16]=[CH:15][CH:14]=[CH:13][CH:12]=1)=O)(C)(C)C.FC(F)(F)C(O)=O.[OH-].[Na+]>C(Cl)Cl>[NH2:8][CH:9]([CH:17]([OH:28])[CH2:18][CH:19]([NH2:27])[CH2:20][C:21]1[CH:26]=[CH:25][CH:24]=[CH:23][CH:22]=1)[CH2:10][C:11]1[CH:16]=[CH:15][CH:14]=[CH:13][CH:12]=1 |f:2.3|. Reported procedure: (2RS,3RS,5RS)-2-tert-Butoxycarbonylamino-3-hydroxy-5-amino-1,6-diphenylhexane obtained in Example 39 (A) was dissolved in methylene chloride (1 ml), and trifluoroacetic acid (0.5 ml) was added at room temperature. After the mixture was stirred at room temperature for 3 hours, a 10% aqueous sodium hydroxide was added. After being extracted with methylene chloride, the mixture was dried over anhydrous sodium sulfate. After the desiccant was filtered off, the filtrate was concentrated under reduced... Procedure: A mixture of 32.4 g (120.4 mol) of 5-bromoacetyl-3-bromoisoxazole and 18.4 g (240 mmol) of thiourea in 400 ml of anhydrous ethanol was refluxed for 90 minutes. Solvent: C(C)O (ethanol). The product is NC=1SC=C(N1)C1=CC(=NO1)Br (2-amino-4-(3-bromo-5-isoxazolyl)-thiazole). RXN SMILES: Br[CH2:2][C:3]([C:5]1[O:9][N:8]=[C:7]([Br:10])[CH:6]=1)=O.[NH2:11][C:12]([NH2:14])=[S:13]>C(O)C>[NH2:14][C:12]1[S:13][CH:2]=[C:3]([C:5]2[O:9][N:8]=[C:7]([Br:10])[CH:6]=2)[N:11]=1. Reactants: BrCC(=O)C1=CC(=NO1)Br (5-bromoacetyl-3-bromoisoxazole), NC(=S)N (thiourea).